describe an organic reaction: reactants, conditions, products, and yield From a dataset of the Open Reaction Database (ORD), a public repository of structured organic reaction records. The reactants are BrB(Br)Br, ClCCl, COCCn1cnc(-c2cc3nccc(Oc4ccc(NC(=O)CC(=O)Nc5ccccc5)cc4F)c3s2)c1. The product is O=C(CC(=O)Nc1ccc(Oc2ccnc3cc(-c4cn(CCO)cn4)sc23)c(F)c1)Nc1ccccc1. Reaction SMILES: [B:40]([Br:41])([Br:42])[Br:43].[Cl:44][CH2:45][Cl:46].[F:1][c:2]1[cH:3][c:4]([NH:27][C:28]([CH2:29][C:30](=[O:31])[NH:32][c:33]2[cH:34][cH:35][cH:36][cH:37][cH:38]2)=[O:39])[cH:5][cH:6][c:7]1[O:8][c:9]1[c:10]2[c:11]([n:12][cH:13][cH:14]1)[cH:15][c:16](-[c:18]1[n:19][cH:20][n:21]([CH2:23][CH2:24][O:25][CH3:26])[cH:22]1)[s:17]2>>[F:1][c:2]1[cH:3][c:4]([NH:27][C:28]([CH2:29][C:30](=[O:31])[NH:32][c:33]2[cH:34][cH:35][cH:36][cH:37][cH:38]2)=[O:39])[cH:5][cH:6][c:7]1[O:8][c:9]1[c:10]2[c:11]([n:12][cH:13][cH:14]1)[cH:15][c:16](-[c:18]1[n:19][cH:20][n:21]([CH2:23][CH2:24][OH:25])[cH:22]1)[s:17]2. The reactants are S1C=C(C=C1)C(=O)O (3-thiophenecarboxylic acid), Cl.Cl.COC=1C=C(CN2CCNCC2)C=C(C1OC)OC (1(3,4,5-trimethoxybenzyl)piperazine dihydrochloride), Cl (hydrochloride), C(#N)P(OCC)(OCC)=O (diethyl cyanophosphonate). Solvent: CN(C=O)C (N,N-dimethylforamide), C(C)N(CC)CC (triethylamine), C(C)(=O)OCC (ethyl acetate), O (water). Conditions: time 1 hour. The product is Cl.C1=C(C=CS1)C(=O)N1CCN(CC1)CC1=CC(=C(C(=C1)OC)OC)OC (1-(3-thenoyl)-4-(3,4,5-trimethoxybenzyl)piperazine hydrochloride). Yield: 46.6%. As a reaction SMILES: [S:1]1[CH:5]=[CH:4][C:3]([C:6]([OH:8])=O)=[CH:2]1.[ClH:9].Cl.[CH3:11][O:12][C:13]1[CH:14]=[C:15]([CH:23]=[C:24]([O:28][CH3:29])[C:25]=1[O:26][CH3:27])[CH2:16][N:17]1[CH2:22][CH2:21][NH:20][CH2:19][CH2:18]1.C(P(=O)(OCC)OCC)#N.Cl>C(OCC)(=O)C.O.CN(C)C=O.C(N(CC)CC)C>[ClH:9].[CH:2]1[S:1][CH:5]=[CH:4][C:3]=1[C:6]([N:20]1[CH2:19][CH2:18][N:17]([CH2:16][C:15]2[CH:23]=[C:24]([O:28][CH3:29])[C:25]([O:26][CH3:27])=[C:13]([O:12][CH3:11])[CH:14]=2)[CH2:22][CH2:21]1)=[O:8] |f:1.2.3,10.11|. Procedure details: To a mixture of 3-thiophenecarboxylic acid (0.2 g), 1(3,4,5-trimethoxybenzyl)piperazine dihydrochloride (0.56 g), triethylamine (0.6 g) and N,N-dimethylforamide (10 ml) is added dropwise at room temperature diethyl cyanophosphonate (0.6 ml), followed by stirring for one hour. After addition of water (100 ml) and ethyl acetate (100 ml), the reaction mixture is extracted with ethyl acetate. The extract is washed with water, dried, and concentrated under reduced pressure. The residue is purified by... The reactants are N(C(=N)N)C=1SC=C(N1)C=1C=C(C=CC1)NC(=C[N+](=O)[O-])SC (1-[3-(2-guanidinothiazol-4-yl)phenylamino]-1-methylthio-2-nitroethylene), CN(C)CC1=CC=C(O1)CSCCN (2-[(5-dimethylaminomethylfuran-2-yl)methylthio]ethylamine). Reaction conditions: temperature 100 celsius. The product is N(C(=N)N)C=1SC=C(N1)C=1C=C(C=CC1)NC(=C[N+](=O)[O-])NCCSCC=1OC(=CC1)CN(C)C (1-[3-(2-guanidinothiazol-4-yl)phenylamino]-1-[2-[(5-dimethylaminomethylfuran-2-yl)methylthio]ethylamino]-2-nitroethylene). As a reaction SMILES: [NH:1]([C:5]1[S:6][CH:7]=[C:8]([C:10]2[CH:11]=[C:12]([NH:16][C:17](SC)=[CH:18][N+:19]([O-:21])=[O:20])[CH:13]=[CH:14][CH:15]=2)[N:9]=1)[C:2]([NH2:4])=[NH:3].[CH3:24][N:25]([CH2:27][C:28]1[O:32][C:31]([CH2:33][S:34][CH2:35][CH2:36][NH2:37])=[CH:30][CH:29]=1)[CH3:26]>>[NH:1]([C:5]1[S:6][CH:7]=[C:8]([C:10]2[CH:11]=[C:12]([NH:16][C:17]([NH:37][CH2:36][CH2:35][S:34][CH2:33][C:31]3[O:32][C:28]([CH2:27][N:25]([CH3:26])[CH3:24])=[CH:29][CH:30]=3)=[CH:18][N+:19]([O-:21])=[O:20])[CH:13]=[CH:14][CH:15]=2)[N:9]=1)[C:2]([NH2:4])=[NH:3]. Procedure details: A mixture of 1-[3-(2-guanidinothiazol-4-yl)phenylamino]-1-methylthio-2-nitroethylene (0.16 g.) and 2-[(5-dimethylaminomethylfuran-2-yl)methylthio]ethylamine (1 g.) was heated at 100° C. for 2 hours. The product was extracted 10 times with 5 ml. portions of diethyl ether and the residual gum was applied to Merck 60 F254 preparative plates and eluted with ethyl acetate/methanol/concentrated aqueous ammonia 6:1:1 v/v/v. The solid obtained (0.05 g.) was crystallised twice from acetonitrile to give 1... Conditions: time 8 hour. The reactants are C(C)(C)(C)OC(=O)C1(CC(=NO1)C1=C(C=CC(=C1)OC(C1=CC=C(C=C1)NC(=N)N)=O)CCC(=O)N[C@@H](CC(=O)OC(C)(C)C)C(=O)OC(C)(C)C)CC(=O)OC(C)(C)C (di-tert-butyl N-(3-(2-(5-(tert-butoxycarbonyl)-5-(2-tert-butoxy-2-oxoethyl)-4,5-dihydro-1,2-oxazol-3-yl)-4-((4-carbamimidamidobenzoyl)oxy)phenyl)propanoyl)-L-aspartate), C(=O)(C(F)(F)F)O (TFA). Yields the product FC(C(=O)O)(F)F.N(C(=N)N)C1=CC=C(C(=O)OC2=CC(=C(C=C2)CCC(=O)N[C@@H](CC(=O)O)C(=O)O)C2=NOC(C2)(CC(=O)O)C(=O)O)C=C1 (N-(3-(4-((4-Carbamimidamidobenzoyl)oxy)-2-(5-carboxy-5-(carboxymethyl)-4,5-dihydro-1,2-oxazol-3-yl)phenyl)propanoyl)-L-aspartic acid trifluoroacetate). As a reaction SMILES: C([O:5][C:6]([C:8]1([CH2:53][C:54]([O:56]C(C)(C)C)=[O:55])[O:12][N:11]=[C:10]([C:13]2[CH:18]=[C:17]([O:19][C:20](=[O:31])[C:21]3[CH:26]=[CH:25][C:24]([NH:27][C:28]([NH2:30])=[NH:29])=[CH:23][CH:22]=3)[CH:16]=[CH:15][C:14]=2[CH2:32][CH2:33][C:34]([NH:36][C@H:37]([C:46]([O:48]C(C)(C)C)=[O:47])[CH2:38][C:39]([O:41]C(C)(C)C)=[O:40])=[O:35])[CH2:9]1)=[O:7])(C)(C)C.[C:61]([OH:67])([C:63]([F:66])([F:65])[F:64])=[O:62]>>[F:64][C:63]([F:66])([F:65])[C:61]([OH:67])=[O:62].[NH:27]([C:24]1[CH:23]=[CH:22][C:21]([C:20]([O:19][C:17]2[CH:16]=[CH:15][C:14]([CH2:32][CH2:33][C:34]([NH:36][C@H:37]([C:46]([OH:48])=[O:47])[CH2:38][C:39]([OH:41])=[O:40])=[O:35])=[C:13]([C:10]3[CH2:9][C:8]([C:6]([OH:7])=[O:5])([CH2:53][C:54]([OH:56])=[O:55])[O:12][N:11]=3)[CH:18]=2)=[O:31])=[CH:26][CH:25]=1)[C:28]([NH2:30])=[NH:29] |f:2.3|. Procedure: A mixture of di-tert-butyl N-(3-(2-(5-(tert-butoxycarbonyl)-5-(2-tert-butoxy-2-oxoethyl)-4,5-dihydro-1,2-oxazol-3-yl)-4-((4-carbamimidamidobenzoyl)oxy)phenyl)propanoyl)-L-aspartate (44.6 mg) and TFA (1 mL) was stirred overnight at room temperature. The reaction mixture was concentrated under reduced pressure, and then, the residue was washed with diethyl ether to obtain the title compound (25.1 mg).